Dataset: the Open Reaction Database (ORD), a public repository of structured organic reaction records. Task: describe an organic reaction: reactants, conditions, products, and yield Starting materials: O=CO, CCCCN(C(=O)NCCCl)C1OC(CO)C(O)C1O, O=N[O-], [Na+]. Product: CCCCN(C(=O)N(CCCl)N=O)C1OC(CO)C(O)C1O. RXN SMILES: [CH:25]([OH:26])=[O:27].[Cl:1][CH2:2][CH2:3][NH:4][C:5](=[O:6])[N:7]([CH:8]1[CH:9]([OH:10])[CH:11]([OH:12])[CH:13]([CH2:15][OH:16])[O:14]1)[CH2:17][CH2:18][CH2:19][CH3:20].[N:21](=[O:22])[O-:23].[Na+:24]>>[Cl:1][CH2:2][CH2:3][N:4]([C:5](=[O:6])[N:7]([CH:8]1[CH:9]([OH:10])[CH:11]([OH:12])[CH:13]([CH2:15][OH:16])[O:14]1)[CH2:17][CH2:18][CH2:19][CH3:20])[N:21]=[O:22]. The reactants are O (water), ClC1=NS(C2=C(N1)C=C(S2)Cl)(=O)=O (3,6-dichloro-4H-thieno[3,2-e]-1,2,4-thiadiazine 1,1-dioxide), Cl (hydrochloric acid). Run in NC[C@@H](C)O ((R)-(−)-1-amino-2-propanol). Product: ClC1=CC=2NC(=NS(C2S1)(=O)=O)NC[C@@H](C)O ((R)-6-Chloro-3-(2-hydroxypropyl)amino-4H-thieno[3,2-e]-1,2,4-thiadiazine 1,1-dioxide). Isolated yield 74.0%. Reaction SMILES: Cl[C:2]1[NH:7][C:6]2[CH:8]=[C:9]([Cl:11])[S:10][C:5]=2[S:4](=[O:13])(=[O:12])[N:3]=1.[OH2:14].Cl>NC[C@H](O)C>[Cl:11][C:9]1[S:10][C:5]2[S:4](=[O:13])(=[O:12])[N:3]=[C:2]([NH:7][CH2:6][C@H:8]([OH:14])[CH3:9])[NH:7][C:6]=2[CH:8]=1. Reported procedure: A solution of 3,6-dichloro-4H-thieno[3,2-e]-1,2,4-thiadiazine 1,1-dioxide (200 mg, 0.78 mmol) in (R)-(−)-1-amino-2-propanol (1.0 ml) was stirred for 18 h at 100° C. in a sealed flask. The cooled solution was stirred with water (3 ml) at 0° C. followed by adjustment to pH 2 with 4M hydrochloric acid. The product was isolated by filtration, washed with water, and dried in vacuo at room temperature to give 170 mg (74%) of the pure title compound; mp 210-211° C.; 1H-NMR (DMSO-d6): δ1.08 (d, 3H), 3.0... Reactants: C(C)(C)N(CC)C(C)C (diisopropyl ethyl amine), NCC=1C(NC(=CC1C)C)=O (3-(amino methyl)-4,6-dimethylpyridin-2(1H)-one), BrC=1C=C(C=2C(=NN(C2C1)C(C)C)C)C(=O)O (6-bromo-1-isopropyl-3-methyl-1H-indazole-4-carboxylic acid), BrC=1C=C(C=2C(=NNC2C1)C=O)C(=O)OC (methyl 6-bromo-3-formyl-1H-indazole-4-carboxylate), CCN=C=NCCCN(C)C.Cl (EDC.HCl), C=1C=CC2=C(C1)N=NN2O (HOBt). Reagents/catalysts: CN(C)C=1C=CN=CC1 (DMAP). The solvent is C(Cl)Cl (DCM), C(Cl)Cl (DCM). Conditions: time 15 minute. The product is BrC=1C=C(C=2C(=NN(C2C1)C(C)C)C)C(=O)NCC=1C(NC(=CC1C)C)=O (6-bromo-N-((1,2-dihydro-4,6-dimethyl-2-oxopyridin-3-yl)methyl)-1-isopropyl-3-methyl-1H-indazole-4-carboxamide), solid. Isolated yield 58.0%. Reaction SMILES: [Br:1][C:2]1[CH:3]=[C:4]([C:15]([OH:17])=O)[C:5]2[C:6]([CH3:14])=[N:7][N:8]([CH:11]([CH3:13])[CH3:12])[C:9]=2[CH:10]=1.BrC1C=C(C(OC)=O)C2C(C=O)=NNC=2C=1.CCN=C=NCCCN(C)C.Cl.C1C=CC2N(O)N=NC=2C=1.C(N(C(C)C)CC)(C)C.[NH2:65][CH2:66][C:67]1[C:68](=[O:75])[NH:69][C:70]([CH3:74])=[CH:71][C:72]=1[CH3:73]>C(Cl)Cl.CN(C1C=CN=CC=1)C>[Br:1][C:2]1[CH:3]=[C:4]([C:15]([NH:65][CH2:66][C:67]2[C:68](=[O:75])[NH:69][C:70]([CH3:74])=[CH:71][C:72]=2[CH3:73])=[O:17])[C:5]2[C:6]([CH3:14])=[N:7][N:8]([CH:11]([CH3:12])[CH3:13])[C:9]=2[CH:10]=1 |f:2.3|. Reported procedure: To a stirred solution of 6-bromo-1-isopropyl-3-methyl-1H-indazole-4-carboxylic acid, 1 (6.5 g, 21.88 mmol) in DCM (250 mL) was added EDC.HCl (5.01 g, 26.23 mmol), HOBt (3.545 g, 26.20 mmol) followed by diisopropyl ethyl amine (14.11 g, 109.37 mmol) and stirred at room temperature for 15 min. To the resulting mixture, 3-(amino methyl)-4,6-dimethylpyridin-2(1H)-one (3.32 g, 21.84 mmol) followed by DMAP (catalytic amount) was added and the reaction mixture was stirred at room temperature for 5 h. T...